Dataset: the Open Reaction Database (ORD), a public repository of structured organic reaction records. Task: describe an organic reaction: reactants, conditions, products, and yield Starting materials: CN1CCNCC1, C[Si](C)(C)N=C=O, CC(C)O. The product is CN1CCN(C(N)=O)CC1. Reaction SMILES: [CH3:1][N:2]1[CH2:3][CH2:4][NH:5][CH2:6][CH2:7]1.[CH3:8][Si:9]([CH3:10])([CH3:11])[N:12]=[C:13]=[O:14].[CH:15]([OH:16])([CH3:17])[CH3:18]>>[CH3:1][N:2]1[CH2:3][CH2:4][N:5]([C:13]([NH2:12])=[O:14])[CH2:6][CH2:7]1. The reactants are [H-].[Al+3].[Li+].[H-].[H-].[H-] (lithium aluminum hydride), O (water), CC1(CC(C=2C(=CNC2C1)CCC(=O)N(C)C)=O)C (3-(6,6-dimethyl-4-oxo-4,5,6,7-tetrahydro-1H-indol-3-yl)-N,N-dimethyl-propionamide), [OH-].[Na+] (sodium hydroxide). The solvent is O1CCCC1 (tetrahydrofuran), O1CCCC1 (tetrahydrofuran). Reaction conditions: time 30 minute. Yields the product CC1(CCC=2C(=CNC2C1)CCCN(C)C)C ([3-(6,6-dimethyl-4,5,6,7-tetrahydro-1H-indol-3-yl)-propyl]-dimethyl-amine). Reaction SMILES: [CH3:1][C:2]1([CH3:19])[CH2:10][C:9]2[NH:8][CH:7]=[C:6]([CH2:11][CH2:12][C:13]([N:15]([CH3:17])[CH3:16])=O)[C:5]=2[C:4](=O)[CH2:3]1.[H-].[Al+3].[Li+].[H-].[H-].[H-].[OH-].[Na+].O>O1CCCC1>[CH3:1][C:2]1([CH3:19])[CH2:10][C:9]2[NH:8][CH:7]=[C:6]([CH2:11][CH2:12][CH2:13][N:15]([CH3:17])[CH3:16])[C:5]=2[CH2:4][CH2:3]1 |f:1.2.3.4.5.6,7.8|. Reported procedure: To a suspension of 3-(6,6-dimethyl-4-oxo-4,5,6,7-tetrahydro-1H-indol-3-yl)-N,N-dimethyl-propionamide (1.2 g, 4.68 mmol) in tetrahydrofuran (30 mL) was added dropwise a solution of lithium aluminum hydride (0.69 g, 18.3 mmol) in tetrahydrofuran. The mixture was refluxed overnight. Ice was added to the cooled reaction until no more gas was generated followed by 15% sodium hydroxide and water. The reaction was stirred at room temperature for 30 minutes and the insolubles removed by vacuum filtratio... Reactants: BrC1=CC=C(C=C1)C(C(=O)O)CC1=CC=C(C=C1)Br (2,3-bis-(4-bromophenyl)propanoic acid), C(#N)C1=CC=C(C=C1)CCC1=CC=C(C=C1)C#N (1,2-Bis-(4-cyanophenyl)ethane), CC(C)C[AlH]CC(C)C (DIBAL), C(#N)[Cu] (CuCN), CN(C)C=O (DMF). Yields the product C(#N)C1=CC=C(C=C1)CCC1=CC=C(C=C1)C#N (1,2-Bis-(4-cyanophenyl)ethane), C(=O)C1=CC=C(C=C1)CCC1=CC=C(C=C1)C=O (1,2-bis-(4-formylphenyl)ethane). Yield: 76.0%. As a reaction SMILES: BrC1C=CC(C(CC2C=CC(Br)=CC=2)C(O)=[O:10])=CC=1.C([Cu])#N.[C:23]([C:25]1[CH:30]=[CH:29][C:28]([CH2:31][CH2:32][C:33]2[CH:38]=[CH:37][C:36]([C:39]#[N:40])=[CH:35][CH:34]=2)=[CH:27][CH:26]=1)#[N:24].CC(C[AlH]CC(C)C)C.CN([CH:53]=[O:54])C>>[C:39]([C:36]1[CH:35]=[CH:34][C:33]([CH2:32][CH2:31][C:28]2[CH:27]=[CH:26][C:25]([C:23]#[N:24])=[CH:30][CH:29]=2)=[CH:38][CH:37]=1)#[N:40].[CH:23]([C:25]1[CH:30]=[CH:29][C:28]([CH2:31][CH2:32][C:33]2[CH:38]=[CH:37][C:36]([CH:53]=[O:54])=[CH:35][CH:34]=2)=[CH:27][CH:26]=1)=[O:10]. Procedure details: 1,2-Bis-(4-cyanophenyl)ethane was prepared in one step from 2,3-bis-(4-bromophenyl)propanoic acid (Dann, O., (1971) Liebigs Ann. Chem., 749: 68-89) by the action of CuCN in DMF (Das, B. P., et al., (1977) J. Med. Chem., 20: 531-536) in a 50% yield; mp 195-197° C. 1H NMR (DMSO-d6): 7.68 (d, 4H, J=8), 7.40 (d, 4H, J=8), 3.01(s, 4H). 13NMR (DMSO-d6): 146.7, 131.9, 129.3, 118.6, 108.6, 35.8. MS m/e 232 (M++1).1,2-Bis-(4-cyanophenyl)ethane was used without further characterization and on treatment wi... The reactants are [H-].[Na+] (sodium hydride), NC1=NC=C(C=C1)Cl (2-amino-5-chloropyridine), OC1=C(N=C(C2=CC=CC=C12)C1=CC=CC=C1)C(=O)OCC (4-hydroxy-1-phenyl-3-isoquinolinecarboxylic acid, ethyl ester). Solvent: O1CCCC1 (tetrahydrofuran), O1CCCC1 (tetrahydrofuran). Conditions: time 30 minute. Yields the product ClC=1C=CC(=NC1)NC(=O)C=1N=C(C2=CC=CC=C2C1O)C1=CC=CC=C1 (N-(5-chloro-2-pyridyl)-4-hydroxy-1-phenyl-3-isoquinolinecarboxamide). Isolated yield 83.6%. RXN SMILES: [H-].[Na+].[NH2:3][C:4]1[CH:9]=[CH:8][C:7]([Cl:10])=[CH:6][N:5]=1.[OH:11][C:12]1[C:21]2[C:16](=[CH:17][CH:18]=[CH:19][CH:20]=2)[C:15]([C:22]2[CH:27]=[CH:26][CH:25]=[CH:24][CH:23]=2)=[N:14][C:13]=1[C:28](OCC)=[O:29]>O1CCCC1>[Cl:10][C:7]1[CH:8]=[CH:9][C:4]([NH:3][C:28]([C:13]2[N:14]=[C:15]([C:22]3[CH:27]=[CH:26][CH:25]=[CH:24][CH:23]=3)[C:16]3[C:21]([C:12]=2[OH:11])=[CH:20][CH:19]=[CH:18][CH:17]=3)=[O:29])=[N:5][CH:6]=1 |f:0.1|. Reported procedure: A stirred slurry of 2.3 g of sodium hydride in 100 ml of dry tetrahydrofuran was treated with 6.1 g of 2-amino-5-chloropyridine and immersed in an ultrasonic bath for 30 minutes. The stirred slurry was then treated with a solution of 7.0 g of 4-hydroxy-1-phenyl-3-isoquinolinecarboxylic acid, ethyl ester in 70 ml of tetrahydrofuran and refluxed for 16 hours. Thereafter, the solution was cooled to room temperature and quenched with 20 ml of water. The resulting precipitate was solubilized in 500 m... The reactants are BrCCCCCBr, O=C([O-])[O-], CCCc1c(OCC(=O)OCC)ccc(C(C)=O)c1O, CC(C)=O, [K+], [K+]. Product: CCCc1c(OCC(=O)OCC)ccc(C(C)=O)c1OCCCCCBr. As a reaction SMILES: [Br:21][CH2:22][CH2:23][CH2:24][CH2:25][CH2:26][Br:27].[C:28](=[O:29])([O-:30])[O-:31].[CH2:1]([CH3:2])[O:3][C:4]([CH2:5][O:6][c:7]1[c:8]([CH2:17][CH2:18][CH3:19])[c:9]([OH:16])[c:10]([C:13]([CH3:14])=[O:15])[cH:11][cH:12]1)=[O:20].[CH3:34][C:35](=[O:36])[CH3:37].[K+:32].[K+:33]>>[CH2:1]([CH3:2])[O:3][C:4]([CH2:5][O:6][c:7]1[c:8]([CH2:17][CH2:18][CH3:19])[c:9]([O:16][CH2:26][CH2:25][CH2:24][CH2:23][CH2:22][Br:21])[c:10]([C:13]([CH3:14])=[O:15])[cH:11][cH:12]1)=[O:20].